This data is from the Open Reaction Database (ORD), a public repository of structured organic reaction records. The task is: describe an organic reaction: reactants, conditions, products, and yield Starting materials: CCOC(=O)C(C)=C1CCN(C(=O)OC(C)(C)C)CC1, CO, [H][H]. Yields the product CCOC(=O)C(C)C1CCN(C(=O)OC(C)(C)C)CC1. Reaction SMILES: [CH2:1]([CH3:2])[O:3][C:4]([C:5]([CH3:6])=[C:7]1[CH2:8][CH2:9][N:10]([C:13](=[O:14])[O:15][C:16]([CH3:17])([CH3:18])[CH3:19])[CH2:11][CH2:12]1)=[O:20].[CH3:21][OH:22].[H:23][H:24]>>[CH2:1]([CH3:2])[O:3][C:4]([CH:5]([CH3:6])[CH:7]1[CH2:8][CH2:9][N:10]([C:13](=[O:14])[O:15][C:16]([CH3:17])([CH3:18])[CH3:19])[CH2:11][CH2:12]1)=[O:20].